From a dataset of the Open Reaction Database (ORD), a public repository of structured organic reaction records. describe an organic reaction: reactants, conditions, products, and yield Reaction SMILES: [CH2:1]([C:5]1[N:9]([CH2:10][C:11]2[CH:16]=[CH:15][C:14]([C:17]3[CH:22]=[C:21]([Cl:23])[CH:20]=[CH:19][C:18]=3[C:24]#[N:25])=[CH:13][CH:12]=2)[C:8]2[CH:26]=[C:27]([NH:30][C:31]([NH:33][CH:34]3[CH2:39][CH2:38][CH2:37][CH2:36][CH2:35]3)=[O:32])[CH:28]=[CH:29][C:7]=2[N:6]=1)[CH2:2][CH2:3][CH3:4].[N-:40]=[N+:41]=[N-:42].[Na+].[Cl-].[NH4+]>>[CH2:1]([C:5]1[N:9]([CH2:10][C:11]2[CH:16]=[CH:15][C:14]([C:17]3[CH:22]=[C:21]([Cl:23])[CH:20]=[CH:19][C:18]=3[C:24]3[NH:42][N:41]=[N:40][N:25]=3)=[CH:13][CH:12]=2)[C:8]2[CH:26]=[C:27]([NH:30][C:31]([NH:33][CH:34]3[CH2:39][CH2:38][CH2:37][CH2:36][CH2:35]3)=[O:32])[CH:28]=[CH:29][C:7]=2[N:6]=1)[CH2:2][CH2:3][CH3:4] |f:1.2.3.4|. The product is C(CCC)C1=NC2=C(N1CC1=CC=C(C=C1)C1=C(C=CC(=C1)Cl)C1=NN=NN1)C=C(C=C2)NC(=O)NC2CCCCC2 (4'-[(2-n-Butyl-6-(N-cyclohexylaminocarbonylamino)-benzimidazol-1-yl)-methyl]-5-chloro-2-(1H-tetrazol-5-yl)-biphenyl). Reactants: C(CCC)C1=NC2=C(N1CC1=CC=C(C=C1)C1=C(C=CC(=C1)Cl)C#N)C=C(C=C2)NC(=O)NC2CCCCC2 (4'-[(2-n-butyl-6-(N-cyclohexylaminocarbonylamino)-benzimidazol-1-yl)-methyl]-5-chloro-2-cyano-biphenyl), [N-]=[N+]=[N-].[Na+].[Cl-].[NH4+] (sodium azide ammonium chloride). Reported procedure: Prepared in analogous manner to Example 59 from 4'-[(2-n-butyl-6-(N-cyclohexylaminocarbonylamino)-benzimidazol-1-yl)-methyl]-5-chloro-2-cyano-biphenyl and sodium azide/ammonium chloride. Starting materials: BrC(Br)(Br)Br, O=c1ccn(C2OC(CO)C(O)C2OCc2ccccc2)c(=O)[nH]1, CN(C)C=O, O, c1ccc(P(c2ccccc2)c2ccccc2)cc1. Product: O=c1ccn(C2OC(CBr)C(O)C2OCc2ccccc2)c(=O)[nH]1. Reaction SMILES: [C:25]([Br:26])([Br:27])([Br:28])[Br:29].[CH2:1]([c:2]1[cH:3][cH:4][cH:5][cH:6][cH:7]1)[O:8][CH:9]1[CH:10]([n:17]2[c:18](=[O:19])[nH:20][c:21](=[O:22])[cH:23][cH:24]2)[O:11][CH:12]([CH2:15][OH:16])[CH:13]1[OH:14].[O:50]=[CH:51][N:52]([CH3:53])[CH3:54].[OH2:49].[c:30]1([P:31]([c:32]2[cH:33][cH:34][cH:35][cH:36][cH:37]2)[c:38]2[cH:39][cH:40][cH:41][cH:42][cH:43]2)[cH:44][cH:45][cH:46][cH:47][cH:48]1>>[CH2:1]([c:2]1[cH:3][cH:4][cH:5][cH:6][cH:7]1)[O:8][CH:9]1[CH:10]([n:17]2[c:18](=[O:19])[nH:20][c:21](=[O:22])[cH:23][cH:24]2)[O:11][CH:12]([CH2:15][Br:26])[CH:13]1[OH:14]. Reactants: Cl.BrC1=CC(=C(C(=O)O)C=C1Cl)NN (4-bromo-5-chloro-2-hydrazinylbenzoic acid hydrochloride), O=C1CC(CCC1)C(=O)OCC (ethyl 3-oxocyclohexanecarboxylate), C(C)(=O)O (acetic acid), C(C)(=O)O (acetic acid), O=C1CC(CCC1)C(=O)OCC (ethyl 3-oxocyclohexanecarboxylate). Run in C1(=CC=CC=C1)C (toluene). Reaction conditions: temperature 105 celsius, time 16 hour. Product: BrC1=C2C=3CCC(CC3NC2=C(C=C1Cl)C(=O)O)C(=O)OCC (5-bromo-6-chloro-2-(ethoxycarbonyl)-2,3,4,9-tetrahydro-1H-carbazole-8-carboxylic acid). The yield is 73.0%. As a reaction SMILES: Cl.[Br:2][C:3]1[C:11]([Cl:12])=[CH:10][C:6]([C:7]([OH:9])=[O:8])=[C:5]([NH:13]N)[CH:4]=1.O=[C:16]1[CH2:21][CH2:20][CH2:19][CH:18]([C:22]([O:24][CH2:25][CH3:26])=[O:23])[CH2:17]1.C(O)(=O)C>C1(C)C=CC=CC=1>[Br:2][C:3]1[C:11]([Cl:12])=[CH:10][C:6]([C:7]([OH:9])=[O:8])=[C:5]2[C:4]=1[C:21]1[CH2:20][CH2:19][CH:18]([C:22]([O:24][CH2:25][CH3:26])=[O:23])[CH2:17][C:16]=1[NH:13]2 |f:0.1|. Procedure details: A suspension of 4-bromo-5-chloro-2-hydrazinylbenzoic acid hydrochloride (12.89 g, 37.6 mmol), ethyl 3-oxocyclohexanecarboxylate (7.03 g, 41.3 mmol), and acetic acid (6.45 mL, 113 mmol) in toluene (188 mL) was heated at 105° C. overnight. After 16 h, more acetic acid (6 mL) and ethyl 3-oxocyclohexanecarboxylate (2.00 g) were added and the mixture was heated at 110° C. for 4.5 h. The mixture was concentrated, and the residue was combined with toluene (100 mL) and TFA (20 mL). The suspension was he... Reported procedure: In analogy to example 39, from (E)-3-(4-bromo-phenyl)-1-pyridin-4-yl-3-o-tolyl-propan-1-one oxime (example 31) and 1-methanesulfonyl-piperazine (CAS RN: [55276-43-2]) was prepared the title compound as an off-white foam, MS (ESI+): m/z=479.2 ([M+H]+). The product is CS(=O)(=O)N1CCN(CC1)C1=CC=C(C=C1)C(C\C(=N/O)\C1=CC=NC=C1)C1=C(C=CC=C1)C ((E)-3-[4-(4-Methanesulfonyl-piperazin-1-yl)-phenyl]-1-pyridin-4-yl-3-o-tolyl-propan-1-one oxime). Reactants: BrC1=CC=C(C=C1)C(C\C(=N/O)\C1=CC=NC=C1)C1=C(C=CC=C1)C ((E)-3-(4-bromo-phenyl)-1-pyridin-4-yl-3-o-tolyl-propan-1-one oxime), CS(=O)(=O)N1CCNCC1 (1-methanesulfonyl-piperazine). RXN SMILES: Br[C:2]1[CH:7]=[CH:6][C:5]([CH:8]([C:19]2[CH:24]=[CH:23][CH:22]=[CH:21][C:20]=2[CH3:25])[CH2:9]/[C:10](/[C:13]2[CH:18]=[CH:17][N:16]=[CH:15][CH:14]=2)=[N:11]\[OH:12])=[CH:4][CH:3]=1.[CH3:26][S:27]([N:30]1[CH2:35][CH2:34][NH:33][CH2:32][CH2:31]1)(=[O:29])=[O:28]>>[CH3:26][S:27]([N:30]1[CH2:35][CH2:34][N:33]([C:2]2[CH:7]=[CH:6][C:5]([CH:8]([C:19]3[CH:24]=[CH:23][CH:22]=[CH:21][C:20]=3[CH3:25])[CH2:9]/[C:10](/[C:13]3[CH:18]=[CH:17][N:16]=[CH:15][CH:14]=3)=[N:11]\[OH:12])=[CH:4][CH:3]=2)[CH2:32][CH2:31]1)(=[O:29])=[O:28]. Starting materials: CC(C)(C)NCc1ccc2ccccc2c1-c1cccc(C=O)n1, C1CCOC1, CC(C)(C)N, [Li]c1ccccc1, O. Yields the product CC(C)(C)NCc1ccc2ccccc2c1-c1cccc(C(NC(C)(C)C)c2ccccc2)n1. As a reaction SMILES: [C:1]([CH3:2])([CH3:3])([CH3:4])[NH:5][CH2:6][c:7]1[c:8](-[c:17]2[cH:18][cH:19][cH:20][c:21]([CH:23]=[O:24])[n:22]2)[c:9]2[cH:10][cH:11][cH:12][cH:13][c:14]2[cH:15][cH:16]1.[CH2:30]1[O:31][CH2:32][CH2:33][CH2:34]1.[CH3:25][C:26]([CH3:27])([CH3:28])[NH2:29].[Li:35][c:36]1[cH:37][cH:38][cH:39][cH:40][cH:41]1.[OH2:42]>>[C:1]([CH3:2])([CH3:3])([CH3:4])[NH:5][CH2:6][c:7]1[c:8](-[c:17]2[cH:18][cH:19][cH:20][c:21]([CH:23]([NH:29][C:26]([CH3:25])([CH3:27])[CH3:28])[c:36]3[cH:37][cH:38][cH:39][cH:40][cH:41]3)[n:22]2)[c:9]2[cH:10][cH:11][cH:12][cH:13][c:14]2[cH:15][cH:16]1. Yield: 56.1%. Yields the product FC=1C=CC(=C(C1)NC(C1=CC(=C(C(=C1)C(C)(C)C)O)C(C)(C)C)=O)NC(=O)N(C)CCCCCCC (N-[5-fluoro-2-(3-heptyl-3-methylureido)phenyl]-3,5-di-t-butyl-4-hydroxybenzamide). RXN SMILES: [NH2:1][C:2]1[CH:7]=[C:6]([F:8])[CH:5]=[CH:4][C:3]=1[NH:9][C:10]([N:12]([CH2:14][CH2:15][CH2:16][CH2:17][CH2:18][CH2:19][CH3:20])[CH3:13])=[O:11].Cl.C(N=C=NCCCN(C)C)C.[C:33]([C:37]1[CH:38]=[C:39]([CH:43]=[C:44]([C:47]([CH3:50])([CH3:49])[CH3:48])[C:45]=1[OH:46])[C:40](O)=[O:41])([CH3:36])([CH3:35])[CH3:34]>ClCCl>[F:8][C:6]1[CH:5]=[CH:4][C:3]([NH:9][C:10]([N:12]([CH2:14][CH2:15][CH2:16][CH2:17][CH2:18][CH2:19][CH3:20])[CH3:13])=[O:11])=[C:2]([NH:1][C:40](=[O:41])[C:39]2[CH:43]=[C:44]([C:47]([CH3:48])([CH3:49])[CH3:50])[C:45]([OH:46])=[C:37]([C:33]([CH3:36])([CH3:35])[CH3:34])[CH:38]=2)[CH:7]=1 |f:1.2|. Conditions: time 8 hour. Solvent: ClCCl (dichloromethane). Procedure: A solution of 1-(2-amino-4-fluorophenyl)-3-heptyl-3-methylurea (0.82 g), 1-ethyl-3-(3-dimethylaminopropyl)carbodiimide monohydrochloride (0.67 g) and 3,5-di-t-butyl-4-hydroxybenzoic acid (0.88 g) dissolved in dichloromethane (10 ml) was stirred at room temperature overnight. The reaction solution was washed with water, saturated saline, dried over anhydrous MgSO4, and the solvent was distilled off. Purification of the residue by a silica gel column chromatography gave N-[5-fluoro-2-(3-heptyl-3-m... Reactants: NC1=C(C=CC(=C1)F)NC(=O)N(C)CCCCCCC (1-(2-amino-4-fluorophenyl)-3-heptyl-3-methylurea), Cl.C(C)N=C=NCCCN(C)C (1-ethyl-3-(3-dimethylaminopropyl)carbodiimide monohydrochloride), C(C)(C)(C)C=1C=C(C(=O)O)C=C(C1O)C(C)(C)C (3,5-di-t-butyl-4-hydroxybenzoic acid). Reactants: [F-].C(CCC)[N+](CCCC)(CCCC)CCCC (tetrabutyl-ammonium fluoride), [Si](C)(C)(C(C)(C)C)OC1=CC=C(CN(C2=CC=NC=C2)C2=CC=C(C#N)C=C2)C=C1 (4-[N-[4-(tert-butyldimethylsilyloxy)benzyl]-N-(4-pyridyl)amino]benzonitrile), O (water). Run in O1CCCC1 (tetrahydrofuran), O1CCCC1 (tetrahydrofuran). Run at time 45 minute. Yields the product OC1=CC=C(CN(C2=CC=NC=C2)C2=CC=C(C#N)C=C2)C=C1 (4-[N-(4-hydroxybenzyl)-N-(4-pyridyl)amino]benzonitrile). The yield is 62.3%. RXN SMILES: [Si]([O:8][C:9]1[CH:30]=[CH:29][C:12]([CH2:13][N:14]([C:21]2[CH:28]=[CH:27][C:24]([C:25]#[N:26])=[CH:23][CH:22]=2)[C:15]2[CH:20]=[CH:19][N:18]=[CH:17][CH:16]=2)=[CH:11][CH:10]=1)(C(C)(C)C)(C)C.[F-].C([N+](CCCC)(CCCC)CCCC)CCC.O>O1CCCC1>[OH:8][C:9]1[CH:30]=[CH:29][C:12]([CH2:13][N:14]([C:21]2[CH:28]=[CH:27][C:24]([C:25]#[N:26])=[CH:23][CH:22]=2)[C:15]2[CH:20]=[CH:19][N:18]=[CH:17][CH:16]=2)=[CH:11][CH:10]=1 |f:1.2|. Procedure details: Then, 31 mg of 4-[N-[4-(tert-butyldimethylsilyloxy)benzyl]-N-(4-pyridyl)amino]benzonitrile was dissolved in 0.33 ml of tetrahydrofuran, and 0.15 ml of a 1 M tetrahydrofuran solution of tetrabutyl-ammonium fluoride was added thereto, followed by stirring at room temperature for 45 minutes. After water was added to the reaction mixture, the product was extracted with tetrahydrofuran-diethyl ether (1:1). After the extract was washed with water and dried over anhydrous sodium sulfate, the solvent wa...